This data is from the Open Reaction Database (ORD), a public repository of structured organic reaction records. The task is: describe an organic reaction: reactants, conditions, products, and yield Reactants: ClC=1C=C(C=CC1Cl)C1(CCC1)C(C#N)N(C)C (2-[1-(3,4-dichlorophenyl)cyclobutyl]-2-dimethylaminoacetonitrile), C(C)(C)[N-]C(C)C.[Li+] (lithium diisopropylamide), solution, C(CCC)[Li] (butyllithium), C(C)(C)NC(C)C (diisopropylamine), O1CCCC1 (tetrahydrofuran). Run in petroleum ether, CCCCCC (hexane), CCOCC (ether). Run at temperature -12 celsius. Product: ClC=1C=C(C=CC1Cl)C1(CCC1)C(C(CC)=O)N(C)C (1-[1-(3,4-dichlorophenyl)cyclobutyl]-1-dimethylaminobutan-2-one). As a reaction SMILES: [Cl:1][C:2]1[CH:3]=[C:4]([C:9]2([CH:13]([N:16]([CH3:18])[CH3:17])[C:14]#N)[CH2:12][CH2:11][CH2:10]2)[CH:5]=[CH:6][C:7]=1[Cl:8].C([N-][CH:23]([CH3:25])C)(C)C.[Li+].C([Li])CCC.C(NC(C)C)(C)C.[O:39]1CCCC1>CCCCCC.CCOCC>[Cl:1][C:2]1[CH:3]=[C:4]([C:9]2([CH:13]([N:16]([CH3:18])[CH3:17])[C:14](=[O:39])[CH2:23][CH3:25])[CH2:12][CH2:11][CH2:10]2)[CH:5]=[CH:6][C:7]=1[Cl:8] |f:1.2|. Procedure: A solution of 2-[1-(3,4-dichlorophenyl)cyclobutyl]-2-dimethylaminoacetonitrile (28.3 g prepared as described in Example A(c)) in dry tetrahydrofuran (150 ml) was added with stirring to a solution of lithium diisopropylamide [prepared by the addition of a 1.6M solution of butyllithium in hexane (100 ml) to a solution of diisopropylamine (22.4 ml) in ether (200 ml) followed by removal of the solvents at 80° C. and disolution of the residue in tetrahydrofuran (100 ml)] at -20° C. The temperature of... Starting materials: [H-].C(C(C)C)[Al+]CC(C)C (diisobutylaluminum hydride), C\C(=C/C(=O)OCC)\C=C\C=C(\C=C\C1=C(C(=C(C=C1C)OC(F)(F)F)C)C)/C (Ethyl (2E,4E,6E,8E)-3,7-dimethyl-9-[2,3,6-trimethyl-4-(trifluoromethoxy)phenyl]-nonatetraenoate), S(=O)(=O)([O-])[O-].[Mg+2] (magnesium sulfate). The solvent is CCCCCC (hexane), C(Cl)Cl (methylene chloride). Conditions: temperature -10 celsius, time 2 hour. Product: C/C(/C=C/O)=C\C=C\C(=C\CC1=C(C(=C(C=C1C)OC(F)(F)F)C)C)\C ((2E,4E,6E,8E)-3,7-dimethyl-9-[2,3,6-trimethyl-4-(trifluoromethoxy)phenyl]-nonatetraen-1-ol). As a reaction SMILES: [CH3:1]/[C:2](/[CH:9]=[CH:10]/[CH:11]=[C:12](\[CH3:29])/[CH:13]=[CH:14]/[C:15]1[C:20]([CH3:21])=[CH:19][C:18]([O:22][C:23]([F:26])([F:25])[F:24])=[C:17]([CH3:27])[C:16]=1[CH3:28])=[CH:3]\[C:4](OCC)=[O:5].[H-].C([Al+]CC(C)C)C(C)C.S([O-])([O-])(=O)=O.[Mg+2]>C(Cl)Cl.CCCCCC>[CH3:1]/[C:2](=[CH:9]\[CH:10]=[CH:11]\[C:12](\[CH3:29])=[CH:13]\[CH2:14][C:15]1[C:20]([CH3:21])=[CH:19][C:18]([O:22][C:23]([F:24])([F:26])[F:25])=[C:17]([CH3:27])[C:16]=1[CH3:28])/[CH:3]=[CH:4]/[OH:5] |f:1.2,3.4|. Reported procedure: Ethyl (2E,4E,6E,8E)-3,7-dimethyl-9-[2,3,6-trimethyl-4-(trifluoromethoxy)phenyl]-nonatetraenoate could be dissolved in methylene chloride and treated with diisobutylaluminum hydride in hexane solution at -60° C. under argon. The temperature is raised to -10° C. for 10 to 30 minutes and then a saturated solution of magnesium sulfate is added. The mixture is stirred at 25° C. for 2 hours, filtered and evaporated to give (2E,4E,6E,8E)-3,7-dimethyl-9-[2,3,6-trimethyl-4-(trifluoromethoxy)phenyl]-nonat... Run at temperature 5 celsius, time 4 hour. Solvent: C(Cl)Cl (methylene chloride). Starting materials: ClC1C(CCCC1)S(=O)CC(=O)OC (Methyl [(2-chlorocyclohexyl)sulfinyl]acetate), ClC=1C=C(C(=O)OO)C=CC1 (3-Chloroperoxybenzoic acid). Procedure: The compound of Example 24 (3.5 g, 0.0112 mole) was dissolved in methylene chloride and cooled to 5° C. with an ice bath. 3-Chloroperoxybenzoic acid (85%, 2.3 g 0.0112 mole) was added, and the reaction mixture was stirred at room temperature for 4 hours. The reaction mixture was filtered and concentrated in a rotary evaporator to give the crude product as a solid. The product was purified by silica gel chromatography. The structure was supported by NMR. RXN SMILES: [Cl:1][CH:2]1[CH2:7][CH2:6][CH2:5][CH2:4][CH:3]1[S:8]([CH2:10][C:11]([O:13][CH3:14])=[O:12])=[O:9].ClC1C=C(C=CC=1)C(OO)=[O:20]>C(Cl)Cl>[Cl:1][CH:2]1[CH2:7][CH2:6][CH2:5][CH2:4][CH:3]1[S:8]([CH2:10][C:11]([O:13][CH3:14])=[O:12])(=[O:20])=[O:9]. Yields the product ClC1C(CCCC1)S(=O)(=O)CC(=O)OC (Methyl [(2-chlorocyclohexyl)sulfonyl]acetate). Starting materials: O=[N+]([O-])[O-].[O-][N+]([O-])=O.[O-][N+]([O-])=O.[O-][N+]([O-])=O.[O-][N+]([O-])=O.[O-][N+]([O-])=O.[Ce+4].[NH4+].[NH4+] (CAN), COC1=C(C(=C(C2=C1CCC(CC2)CCO)OC)OC)OC (2-(1,2,3,4-tetramethoxy-6,7,8,9-tetrahydro-5H-benzo[a]cyclohepten-7-yl)ethanol), N1=C(C=CC=C1C(=O)O)C(=O)O (2,6-pyridinedicarboxylic acid), C1CCOC1 (THF). Run in O (water), O (water), O (water). Conditions: time 15 minute. The product is OCCC1CCC2=C(CC1)C(C(=C(C2=O)OC)OC)=O (7-(2-Hydroxyethyl)-2,3-dimethoxy-4,5,6,7,8,9-hexahydro-1H-benzo[a]cycloheptene-1,4-dione). Yield: 66.3%. RXN SMILES: C[O:2][C:3]1[C:8]2[CH2:9][CH2:10][CH:11]([CH2:14][CH2:15][OH:16])[CH2:12][CH2:13][C:7]=2[C:6]([O:17]C)=[C:5]([O:19][CH3:20])[C:4]=1[O:21][CH3:22].N1C(C(O)=O)=CC=CC=1C(O)=O.C1COCC1.O=[N+]([O-])[O-].[O-][N+](=O)[O-].[O-][N+](=O)[O-].[O-][N+](=O)[O-].[O-][N+](=O)[O-].[O-][N+](=O)[O-].[Ce+4].[NH4+].[NH4+]>O>[OH:16][CH2:15][CH2:14][CH:11]1[CH2:10][CH2:9][C:8]2[C:3](=[O:2])[C:4]([O:21][CH3:22])=[C:5]([O:19][CH3:20])[C:6](=[O:17])[C:7]=2[CH2:13][CH2:12]1 |f:3.4.5.6.7.8.9.10.11|. Procedure details: To a mixture of 2-(1,2,3,4-tetramethoxy-6,7,8,9-tetrahydro-5H-benzo[a]cyclohepten-7-yl)ethanol (800 mg), 2,6-pyridinedicarboxylic acid (1.29 g), THF (16 ml), and water (8 ml) was dropwise added a solution of CAN (5.65 g) in water (8 ml) with cooling with ice. After the reaction mixture was stirred for 15 min, water was added to the reaction mixture, which was extracted with ethyl acetate. The organic layer was washed with water and saturated aqueous sodium chloride and dried. The solvent was rem... Reactants: C=CC(=C)Cl.C(C(=C)C)(=O)OC (chloroprene methyl methacrylate), C(C(=C)C)(=O)OCC (ethyl methacrylate). Conditions: temperature 48 celsius. Product: C=CC(=C)Cl (chloroprene), C(C(=C)C)(=O)OCC (ethyl methacrylate). As a reaction SMILES: [CH2:1]=[CH:2][C:3]([Cl:5])=[CH2:4].C(OC)(=O)C(C)=C.[C:13]([O:18][CH2:19][CH3:20])(=[O:17])[C:14]([CH3:16])=[CH2:15]>>[CH2:1]=[CH:2][C:3]([Cl:5])=[CH2:4].[C:13]([O:18][CH2:19][CH3:20])(=[O:17])[C:14]([CH3:16])=[CH2:15] |f:0.1|. Procedure: A graft copolymer of chloroprene and ethyl methacrylate was prepared using the procedure described in Example 1 for preparation of the chloroprene/methyl methacrylate graft copolymer except that 20 parts of ethyl methacrylate was used in place of the methyl methacrylate. Polymerization proceeded at 15° C. until a conversion of approximately 78% was reached, whereupon the temperature was raised to 48° C. Polymerization was continued until the conversion was greater than 99%. The solids content of... Conditions: time 8 hour. Procedure details: To a ice-cold solution of 3.10 g (5.85 mMol) N-benzyl-2-[2-(4-chloro-phenyl)-5,6-difluoro-benzoimidazol-1-yl]-2-(4,4-difluoro-cyclohexyl)-acetamide in 19.1 ml (333 mmol) acetic acid and 40.14 ml (708 mmol) acetic anhydride were added in portions over 20 min. 2.02 g (29.25 mmol) sodium nitrite. The reaction mixture was stirred overnight at room temperature and evaporated. The residue was taken up in saturated aqueous sodium bicarbonate solution and ethyl acetate and the pH was adjusted to 7 by ad... Reaction SMILES: [CH2:1]([NH:8][C:9](=[O:37])[CH:10]([N:19]1[C:23]2[CH:24]=[C:25]([F:29])[C:26]([F:28])=[CH:27][C:22]=2[N:21]=[C:20]1[C:30]1[CH:35]=[CH:34][C:33]([Cl:36])=[CH:32][CH:31]=1)[CH:11]1[CH2:16][CH2:15][C:14]([F:18])([F:17])[CH2:13][CH2:12]1)[C:2]1[CH:7]=[CH:6][CH:5]=[CH:4][CH:3]=1.C(O)(=O)C.C(OC(=O)C)(=O)C.[N:49]([O-])=[O:50].[Na+]>>[CH2:1]([N:8]([N:49]=[O:50])[C:9](=[O:37])[CH:10]([N:19]1[C:23]2[CH:24]=[C:25]([F:29])[C:26]([F:28])=[CH:27][C:22]=2[N:21]=[C:20]1[C:30]1[CH:31]=[CH:32][C:33]([Cl:36])=[CH:34][CH:35]=1)[CH:11]1[CH2:16][CH2:15][C:14]([F:17])([F:18])[CH2:13][CH2:12]1)[C:2]1[CH:3]=[CH:4][CH:5]=[CH:6][CH:7]=1 |f:3.4|. Yields the product C(C1=CC=CC=C1)N(C(C(C1CCC(CC1)(F)F)N1C(=NC2=C1C=C(C(=C2)F)F)C2=CC=C(C=C2)Cl)=O)N=O (N-Benzyl-N-nitroso-2-[2-(4-chloro-phenyl)-5,6-difluoro-benzoimidazol-1-yl]-2-(4,4-difluoro-cyclohexyl)-acetamide). Reactants: ice, C(C1=CC=CC=C1)NC(C(C1CCC(CC1)(F)F)N1C(=NC2=C1C=C(C(=C2)F)F)C2=CC=C(C=C2)Cl)=O (N-benzyl-2-[2-(4-chloro-phenyl)-5,6-difluoro-benzoimidazol-1-yl]-2-(4,4-difluoro-cyclohexyl)-acetamide), C(C)(=O)O (acetic acid), C(C)(=O)OC(C)=O (acetic anhydride), N(=O)[O-].[Na+] (sodium nitrite).